From a dataset of the Open Reaction Database (ORD), a public repository of structured organic reaction records. describe an organic reaction: reactants, conditions, products, and yield Reactants: C1CNCC2=CC=CC=C21, COC(=O)C1=CC=C(C=C1)Br. The reagents and catalysts are C(=O)([O-])[O-].[Cs+].[Cs+], C1=CC=C(C=C1)P(C2=CC=CC=C2)C3=C(C4=CC=CC=C4C=C3)C5=C(C=CC6=CC=CC=C65)P(C7=CC=CC=C7)C8=CC=CC=C8, CC(=O)O.CC(=O)O.[Pd]. Solvent: CC1=CC=CC=C1. Reaction conditions: temperature 100 celsius. Yields the product COC(=O)C1=CC=C(C=C1)N2CCC3=CC=CC=C3C2. The yield is 0.0%. Reported procedure: methyl 4-bromobenzoate (100 mg, 0.47 mmol), [Reactants] and Cesium carbonate (152 mg, 0.47 mmol) were mixed in toluene (4 mL) and degassed by bubbling nitrogen through solution. Palladium acetate (5.22 mg, 0.02 mmol) and rac-2,2'-Bis(diphenylphosphino)-1,1'-binaphthyl (20.27 mg, 0.03 mmol) were added and the vial was capped and heated at 100°C over 5 days. Product had formed in mixture. Workup by dilution with EtOAc, washing with water, then extraction with 2M HCl. The HCl extract was neutralize... The reactants are COC1=CC2=C(SC(=C2C)C(=O)N2CCOCC2)C=C1OC ((5,6-Dimethoxy-3-methylbenzo[b]thiophen-2-yl)morpholin-4-yl-methanone), BrN1C(CCC1=O)=O (N-bromosuccinimide), N(=NC(C#N)(C)C)C(C#N)(C)C (2,2′-azobis(2-methylpropionitrile)). Run in C(Cl)(Cl)(Cl)Cl (carbon tetrachloride). Reaction SMILES: [CH3:1][O:2][C:3]1[C:20]([O:21][CH3:22])=[CH:19][C:6]2[S:7][C:8]([C:11]([N:13]3[CH2:18][CH2:17][O:16][CH2:15][CH2:14]3)=[O:12])=[C:9]([CH3:10])[C:5]=2[CH:4]=1.[Br:23]N1C(=O)CCC1=O.N(C(C)(C)C#N)=NC(C)(C)C#N>C(Cl)(Cl)(Cl)Cl>[Br:23][CH2:10][C:9]1[C:5]2[CH:4]=[C:3]([O:2][CH3:1])[C:20]([O:21][CH3:22])=[CH:19][C:6]=2[S:7][C:8]=1[C:11]([N:13]1[CH2:14][CH2:15][O:16][CH2:17][CH2:18]1)=[O:12]. The product is BrCC=1C2=C(SC1C(=O)N1CCOCC1)C=C(C(=C2)OC)OC ((3-Bromomethyl-5,6-dimethoxy-benzo[b]thiophen-2-yl)-morpholin-4-yl-methanone). Reported procedure: (5,6-Dimethoxy-3-methylbenzo[b]thiophen-2-yl)morpholin-4-yl-methanone (2.0 g) from Example 20, N-bromosuccinimide (1.18 g) and 2,2′-azobis(2-methylpropionitrile) (40 mg) in carbon tetrachloride (6 ml) was refluxed under argon for 4 hours. The mixture was cooled and filtered and the filtrate evaporated to dryness. The product was a mixture of (4-bromo-5,6-dimethoxy-3-methyl-benzo[b]thiophen-2-yl)-morpholin-4-yl-methanone and (3-bromomethyl-5,6-dimethoxy-benzo[b]thiophen-2-yl)-morpholin-4-yl-metha...